This data is from the Open Reaction Database (ORD), a public repository of structured organic reaction records. The task is: describe an organic reaction: reactants, conditions, products, and yield Reactants: CN(C)C=O, [Cl-], COc1c(Cl)cc(C(=O)N2CS(=O)(=O)c3ccccc32)cc1I, Cl, [Li+]. The product is O=C(c1cc(Cl)c(O)c(I)c1)N1CS(=O)(=O)c2ccccc21. Reaction SMILES: [CH3:27][N:28]([CH3:29])[CH:30]=[O:31].[Cl-:25].[Cl:1][c:2]1[cH:3][c:4]([C:5](=[O:6])[N:7]2[CH2:8][S:9](=[O:16])(=[O:17])[c:10]3[c:11]2[cH:12][cH:13][cH:14][cH:15]3)[cH:18][c:19]([I:23])[c:20]1[O:21][CH3:22].[ClH:26].[Li+:24]>>[Cl:1][c:2]1[cH:3][c:4]([C:5](=[O:6])[N:7]2[CH2:8][S:9](=[O:16])(=[O:17])[c:10]3[c:11]2[cH:12][cH:13][cH:14][cH:15]3)[cH:18][c:19]([I:23])[c:20]1[OH:21]. Starting materials: O=C([O-])[O-], CC1(N2CCC(N3C(=O)NC4CCCCC43)CC2)CCNC1, O=C(Cl)OCCF, [K+], [K+], O. Yields the product CC1(N2CCC(N3C(=O)NC4CCCCC43)CC2)CCN(C(=O)OCCF)C1. Reaction SMILES: [C:23](=[O:24])([O-:25])[O-:26].[CH3:1][C:2]1([N:7]2[CH2:8][CH2:9][CH:10]([N:13]3[C:14](=[O:22])[NH:15][CH:16]4[CH:17]3[CH2:18][CH2:19][CH2:20][CH2:21]4)[CH2:11][CH2:12]2)[CH2:3][NH:4][CH2:5][CH2:6]1.[Cl:29][C:30](=[O:31])[O:32][CH2:33][CH2:34][F:35].[K+:27].[K+:28].[OH2:36]>>[CH3:1][C:2]1([N:7]2[CH2:8][CH2:9][CH:10]([N:13]3[C:14](=[O:22])[NH:15][CH:16]4[CH:17]3[CH2:18][CH2:19][CH2:20][CH2:21]4)[CH2:11][CH2:12]2)[CH2:3][N:4]([C:30](=[O:31])[O:32][CH2:33][CH2:34][F:35])[CH2:5][CH2:6]1. Reactants: Cl (hydrochloric acid), C(C=C)Br (allyl bromide), C(C=C)Br (allyl bromide), C1(CCCCC1)C(=O)OCC1=CC=CC=C1 (benzyl cyclohexanecarboxylate), solution, C[Si](N[Si](C)(C)C)(C)C.[Li] (lithium hexamethyldisilazane). Solvent: O (Water), O1CCCC1 (tetrahydrofuran), O1CCCC1 (tetrahydrofuran). Conditions: time 1 hour. Product: C(C=C)C1(CCCCC1)C(=O)OCC1=CC=CC=C1 (Benzyl 1-allylcyclohexanecarboxylate). As a reaction SMILES: [CH:1]1([C:7]([O:9][CH2:10][C:11]2[CH:16]=[CH:15][CH:14]=[CH:13][CH:12]=2)=[O:8])[CH2:6][CH2:5][CH2:4][CH2:3][CH2:2]1.C[Si](C)(C)N[Si](C)(C)C.[Li].[CH2:27](Br)[CH:28]=[CH2:29].Cl>O1CCCC1.O>[CH2:29]([C:1]1([C:7]([O:9][CH2:10][C:11]2[CH:12]=[CH:13][CH:14]=[CH:15][CH:16]=2)=[O:8])[CH2:6][CH2:5][CH2:4][CH2:3][CH2:2]1)[CH:28]=[CH2:27] |f:1.2,^1:25|. Procedure details: To a solution of benzyl cyclohexanecarboxylate (1.44 g) in tetrahydrofuran (40 mL) was added a 1M solution of lithium hexamethyldisilazane in tetrahydrofuran (9.9 mL) under ice cooling. The solution was stirred at room temperature for 1 hour under ice cooling, to which hexamethylphosporamide (2.3 mL) was added. The solution was then stirred for additional 10 minutes. To the solution was added allyl bromide (1.4 mL). The solution was stirred under ice cooling for 1 hour, to which allyl bromide (1... Conditions: time 4 hour. The reactants are [Na+].[Cl-] (NaCl), OC1(C=CC(C1CC=C)=O)C (4-hydroxy-4-methyl-5-allyl-2-cyclopentenone), MgCl2.6H2O, [OH-].[Na+] (NaOH). Procedure details: Into a reaction vessel, a solution of 4-hydroxy-4-methyl-5-allyl-2-cyclopentenone (3 g) and MgCl2.6H2O (4.0 g) in water (120 ml) was charged, and the temperature was elevated up to 100° C. The contents were adjusted to pH 7.3 with 0.1 N NaOH solution, and stirring was continued at 100° C. for 4 hours, during which the pH was maintained at 7.0 to 7.3. After cooling, NaCl (40 g) was added to the reaction mixture, and the resultant mixture was extracted with ether (120 ml) 4 times. The extracts wer... Yields the product C(C=C)C=1C(CC(C1C)O)=O (2-allyl-3-methyl-4-hydroxy-2-cyclopentenone). The solvent is O (water). As a reaction SMILES: O[C:2]1([CH3:11])[CH:6]([CH2:7][CH:8]=[CH2:9])[C:5](=[O:10])[CH:4]=[CH:3]1.[OH-:12].[Na+].[Na+].[Cl-]>O>[CH2:7]([C:6]1[C:5](=[O:10])[CH2:4][CH:3]([OH:12])[C:2]=1[CH3:11])[CH:8]=[CH2:9] |f:1.2,3.4|. Starting materials: CC(C)(C)OC(=O)N1CCc2ccc(N)cc2CC1, O=C([O-])[O-], CC(=O)[O-], CC(=O)[O-], C1COCCO1, C1=CCC(P(C2CCCCC2)C2CCCCC2)(P(C2CCCCC2)C2CCCCC2)C(c2ccccc2)=C1, COc1ccccc1-c1cccn2nc(Cl)nc12, [Cs+], [Cs+], [Pd+2]. Product: COc1ccccc1-c1cccn2nc(Nc3ccc4c(c3)CCN(C(=O)OC(C)(C)C)CC4)nc12. RXN SMILES: [C:19]([CH3:20])([CH3:21])([CH3:22])[O:23][C:24](=[O:25])[N:26]1[CH2:27][CH2:28][c:29]2[c:30]([cH:33][cH:34][c:35]([NH2:37])[cH:36]2)[CH2:31][CH2:32]1.[C:76](=[O:77])([O-:78])[O-:79].[C:82]([O-:83])(=[O:84])[CH3:85].[C:87]([O-:88])(=[O:89])[CH3:90].[CH2:91]1[O:92][CH2:93][CH2:94][O:95][CH2:96]1.[CH:38]1([P:39]([CH:40]2[CH2:41][CH2:42][CH2:43][CH2:44][CH2:45]2)[C:46]2([P:47]([CH:48]3[CH2:49][CH2:50][CH2:51][CH2:52][CH2:53]3)[CH:54]3[CH2:55][CH2:56][CH2:57][CH2:58][CH2:59]3)[CH2:60][CH:61]=[CH:62][CH:63]=[C:64]2[c:65]2[cH:66][cH:67][cH:68][cH:69][cH:70]2)[CH2:71][CH2:72][CH2:73][CH2:74][CH2:75]1.[Cl:1][c:2]1[n:3][n:4]2[c:5]([c:6](-[c:10]3[c:11]([O:16][CH3:17])[cH:12][cH:13][cH:14][cH:15]3)[cH:7][cH:8][cH:9]2)[n:18]1.[Cs+:80].[Cs+:81].[Pd+2:86]>>[c:2]1([NH:37][c:35]2[cH:34][cH:33][c:30]3[c:29]([cH:36]2)[CH2:28][CH2:27][N:26]([C:24]([O:23][C:19]([CH3:20])([CH3:21])[CH3:22])=[O:25])[CH2:32][CH2:31]3)[n:3][n:4]2[c:5]([c:6](-[c:10]3[c:11]([O:16][CH3:17])[cH:12][cH:13][cH:14][cH:15]3)[cH:7][cH:8][cH:9]2)[n:18]1. Starting materials: O=C1c2c(I)cccc2CN1Cc1ccccc1, COC(=O)C(F)(F)Cl, [Cu]I, [F-], [K+], CN(C)C=O. Product: O=C1c2c(cccc2C(F)(F)F)CN1Cc1ccccc1. Reaction SMILES: [CH2:3]([c:4]1[cH:5][cH:6][cH:7][cH:8][cH:9]1)[N:10]1[C:11](=[O:20])[c:12]2[c:13]([I:19])[cH:14][cH:15][cH:16][c:17]2[CH2:18]1.[CH3:21][O:22][C:23]([C:24]([F:25])([F:26])[Cl:28])=[O:27].[Cu:34][I:35].[F-:1].[K+:2].[O:29]=[CH:30][N:31]([CH3:32])[CH3:33]>>[F:1][C:24]([c:13]1[c:12]2[c:17]([cH:16][cH:15][cH:14]1)[CH2:18][N:10]([CH2:3][c:4]1[cH:5][cH:6][cH:7][cH:8][cH:9]1)[C:11]2=[O:20])([F:25])[F:26].